From a dataset of the Open Reaction Database (ORD), a public repository of structured organic reaction records. describe an organic reaction: reactants, conditions, products, and yield Yields the product CCC1C(=O)NC1OC(C)=O. As a reaction SMILES: [C:17]([O:18][OH:19])(=[O:20])[CH3:21].[CH2:1]([CH3:2])[CH:3]1[C:4](=[O:7])[NH:5][CH2:6]1.[CH3:13][C:14](=[O:15])[OH:16].[CH3:22][CH2:23][O:24][C:25](=[O:26])[CH3:27].[CH3:9][C:10]([O-:11])=[O:12].[Na+:8].[OH2:28].[OH2:29].[OH2:30].[OH2:35].[Os:31]([Cl:32])([Cl:33])[Cl:34]>>[CH2:1]([CH3:2])[CH:3]1[C:4](=[O:7])[NH:5][CH:6]1[O:12][C:10]([CH3:9])=[O:11]. The reactants are CC(=O)OO, CCC1CNC1=O, CC(=O)O, CCOC(C)=O, CC(=O)[O-], [Na+], O, O, O, O, Cl[Os](Cl)Cl. The reactants are C(C1=CC=CC=C1)NC1=C(C=C(C=C1)C=1C(C(C(NN1)=O)C)CC)O (6-(4-benzylamino-3-hydroxy-phenyl)-5-ethyl-4-methyl-4,5-dihydro-2H-pyridazin-3-one). Reagents/catalysts: [Pd] (Pd/C). Solvent: CO (MeOH). Yields the product NC1=C(C=C(C=C1)C=1C(C(C(NN1)=O)C)CC)O (6-(4-amino-3-hydroxy-phenyl)-5-ethyl-4-methyl-4,5-dihydro-2H-pyridazin-3-on). As a reaction SMILES: C([NH:8][C:9]1[CH:14]=[CH:13][C:12]([C:15]2[CH:16]([CH2:23][CH3:24])[CH:17]([CH3:22])[C:18](=[O:21])[NH:19][N:20]=2)=[CH:11][C:10]=1[OH:25])C1C=CC=CC=1>[Pd].CO>[NH2:8][C:9]1[CH:14]=[CH:13][C:12]([C:15]2[CH:16]([CH2:23][CH3:24])[CH:17]([CH3:22])[C:18](=[O:21])[NH:19][N:20]=2)=[CH:11][C:10]=1[OH:25]. Reported procedure: 2.20 g (6.52 mmol) 6-(4-benzylamino-3-hydroxy-phenyl)-5-ethyl-4-methyl-4,5-dihydro-2H-pyridazin-3-one, 120 mg 10% Pd/C and 20 mL MeOH are hydrogenated for 2 h at 3 bar H2. The reaction mixture is concentrated by rotary evaporation i. V. and the residue is crystallised with acetonitrile/diethyl ether. The reactants are C(C)(=O)NC1=C2C=C(N(C2=CC=C1)C)C(=O)OCC (ethyl 4-acetamido-1-methyl-2-indole-carboxylate), Cl.NC(=N)N (guanidine hydrochloride), C[O-].[Na+] (sodium methoxide). The solvent is CO (methanol). Yields the product Cl.C(C)(=O)NC1=C2C=C(NC2=CC=C1)C(=O)N=C(NC)N (4-acetamido-1-methyl-2-indoloylguanidine hydrochloride). The yield is 69.0%. RXN SMILES: [C:1]([NH:4][C:5]1[CH:13]=[CH:12][CH:11]=[C:10]2[C:6]=1[CH:7]=[C:8]([C:15]([O:17]CC)=O)[N:9]2C)(=[O:3])[CH3:2].[ClH:20].[NH2:21][C:22]([NH2:24])=[NH:23].[CH3:25][O-].[Na+]>CO>[ClH:20].[C:1]([NH:4][C:5]1[CH:13]=[CH:12][CH:11]=[C:10]2[C:6]=1[CH:7]=[C:8]([C:15]([N:23]=[C:22]([NH2:24])[NH:21][CH3:25])=[O:17])[NH:9]2)(=[O:3])[CH3:2] |f:1.2,3.4,6.7|. Procedure: The reaction was carried out in a manner similar to Example 1 except for using 1.40 g (5.38 mmol) of ethyl 4-acetamido-1-methyl-2-indole-carboxylate, 5.14 g (53.8 mmol) of guanidine hydrochloride and 50 ml of a methanol solution of 2.91 g (53.8 mmol) of sodium methoxide. Thus 1.15 g (69.0%) of 4-acetamido-1-methyl-2-indoloylguanidine hydrochloride was obtained. Starting materials: CC(C)(C)OC(=O)N1CCCC(C#N)(Nc2ccccc2)C1, O=C([O-])[O-], CS(C)=O, CCOC(C)=O, [K+], [K+], OO. The product is CC(C)(C)OC(=O)N1CCCC(Nc2ccccc2)(C(N)=O)C1. As a reaction SMILES: [C:1]([CH3:2])([CH3:3])([CH3:4])[O:5][C:6](=[O:7])[N:8]1[CH2:9][C:10]([NH:14][c:15]2[cH:16][cH:17][cH:18][cH:19][cH:20]2)([C:21]#[N:22])[CH2:11][CH2:12][CH2:13]1.[C:23]([O-:24])(=[O:25])[O-:26].[CH3:31][S:32]([CH3:33])=[O:34].[CH3:35][CH2:36][O:37][C:38]([CH3:39])=[O:40].[K+:27].[K+:28].[OH:29][OH:30]>>[C:1]([CH3:2])([CH3:3])([CH3:4])[O:5][C:6](=[O:7])[N:8]1[CH2:9][C:10]([NH:14][c:15]2[cH:16][cH:17][cH:18][cH:19][cH:20]2)([C:21]([NH2:22])=[O:24])[CH2:11][CH2:12][CH2:13]1.